describe an organic reaction: reactants, conditions, products, and yield From a dataset of the Open Reaction Database (ORD), a public repository of structured organic reaction records. The reactants are Cc1cc(Br)c(O)c(-c2[nH]c3ccc(C(=N)N)cc3c2Cc2ccc([N+](=O)[O-])cc2)c1, Cl, Cl[Sn]Cl. The product is Cc1cc(Br)c(O)c(-c2[nH]c3ccc(C(=N)N)cc3c2Cc2ccc(N)cc2)c1. RXN SMILES: [Br:1][c:2]1[c:3]([OH:31])[c:4](-[c:9]2[nH:10][c:11]3[cH:12][cH:13][c:14]([C:28](=[NH:29])[NH2:30])[cH:15][c:16]3[c:17]2[CH2:18][c:19]2[cH:20][cH:21][c:22]([N+:25]([O-:26])=[O:27])[cH:23][cH:24]2)[cH:5][c:6]([CH3:8])[cH:7]1.[ClH:35].[Sn:32]([Cl:33])[Cl:34]>>[Br:1][c:2]1[c:3]([OH:31])[c:4](-[c:9]2[nH:10][c:11]3[cH:12][cH:13][c:14]([C:28](=[NH:29])[NH2:30])[cH:15][c:16]3[c:17]2[CH2:18][c:19]2[cH:20][cH:21][c:22]([NH2:25])[cH:23][cH:24]2)[cH:5][c:6]([CH3:8])[cH:7]1.